Task: describe an organic reaction: reactants, conditions, products, and yield. Dataset: the Open Reaction Database (ORD), a public repository of structured organic reaction records Starting materials: CC(=O)O, O=[N+]([O-])c1ccc(N2CCN(Cc3ccccc3)CC2)cc1, CCO, [Fe], O. Yields the product Nc1ccc(N2CCN(Cc3ccccc3)CC2)cc1. Reaction SMILES: [C:28]([OH:29])(=[O:30])[CH3:31].[CH2:1]([c:2]1[cH:3][cH:4][cH:5][cH:6][cH:7]1)[N:8]1[CH2:9][CH2:10][N:11]([c:14]2[cH:15][cH:16][c:17]([N+:20]([O-:21])=[O:22])[cH:18][cH:19]2)[CH2:12][CH2:13]1.[CH3:23][CH2:24][OH:25].[Fe:27].[OH2:26]>>[CH2:1]([c:2]1[cH:3][cH:4][cH:5][cH:6][cH:7]1)[N:8]1[CH2:9][CH2:10][N:11]([c:14]2[cH:15][cH:16][c:17]([NH2:20])[cH:18][cH:19]2)[CH2:12][CH2:13]1.